From a dataset of the Open Reaction Database (ORD), a public repository of structured organic reaction records. describe an organic reaction: reactants, conditions, products, and yield Reactants: C1(NCC2=CC=CC=C12)=O (2,3-dihydro-isoindol-1-one), BrCC1=C(C=CC=C1)Cl (1-bromomethyl-2-chloro-benzene), C(=O)([O-])[O-].[Cs+].[Cs+] (Cs2CO3), C1COCCOCCOCCOCCOCCO1 (18-crown-6). Run in CC(=O)C (acetone), C(C)(=O)OCC (ethyl acetate), CCCCCC (hexane). Run at temperature 70 celsius, time 16 hour. Yields the product ClC1=C(CN2C(C3=CC=CC=C3C2)=O)C=CC=C1 (2-(2-chloro-benzyl)-2,3-dihydro-isoindol-1-one). Yield: 27.2%. RXN SMILES: [C:1]1(=[O:10])[C:9]2[C:4](=[CH:5][CH:6]=[CH:7][CH:8]=2)[CH2:3][NH:2]1.Br[CH2:12][C:13]1[CH:18]=[CH:17][CH:16]=[CH:15][C:14]=1[Cl:19].C([O-])([O-])=O.[Cs+].[Cs+].C1OCCOCCOCCOCCOCCOC1>CC(C)=O.CCCCCC.C(OCC)(=O)C>[Cl:19][C:14]1[CH:15]=[CH:16][CH:17]=[CH:18][C:13]=1[CH2:12][N:2]1[CH2:3][C:4]2[C:9](=[CH:8][CH:7]=[CH:6][CH:5]=2)[C:1]1=[O:10] |f:2.3.4|. Procedure details: A mixture of 2,3-dihydro-isoindol-1-one (0.066 g, 0.5 mmol), 1-bromomethyl-2-chloro-benzene (0.123 g, 0.6 mmol), Cs2CO3 (0.408 g, 1.25 mmol), and 18-crown-6 (0.013 g, 0.05 mmol) in acetone (3 mL) was stirred at 70° C. for 16 h. Workup and silica gel column chromatography using 30% ethyl acetate in hexane afforded 2-(2-chloro-benzyl)-2,3-dihydro-isoindol-1-one (0.035 g, 27%). 1H NMR (300 MHz, CDCl3): δ (ppm) 4.28 (s, 2H), 4.94 (s, 2H), 7.16-7.52 (m, 7H), 7.90 (d, 1H). The reactants are C(C)C(=C[C@@H]1CC[C@H](CC1)NC(CC1=CC(=C(C=C1)O)OC)=O)CC (N-[trans-4-(2-ethyl-1-butenyl)cyclohexyl]-2-(4-hydroxy-3-methoxyphenyl)acetamide). The reagents and catalysts are [Pd] (palladium/carbon). Run in C(C)O (ethanol). Reaction conditions: time 3 hour. Product: C(C)C(C[C@@H]1CC[C@H](CC1)NC(CC1=CC(=C(C=C1)O)OC)=O)CC (N-[trans-4-(2-ethylbutyl)cyclohexyl]-2-(4-hydroxy-3-methoxyphenyl)acetamide). Yield: 65.3%. RXN SMILES: [CH2:1]([C:3]([CH2:24][CH3:25])=[CH:4][C@H:5]1[CH2:10][CH2:9][C@H:8]([NH:11][C:12](=[O:23])[CH2:13][C:14]2[CH:19]=[CH:18][C:17]([OH:20])=[C:16]([O:21][CH3:22])[CH:15]=2)[CH2:7][CH2:6]1)[CH3:2]>C(O)C.[Pd]>[CH2:24]([CH:3]([CH2:1][CH3:2])[CH2:4][C@H:5]1[CH2:10][CH2:9][C@H:8]([NH:11][C:12](=[O:23])[CH2:13][C:14]2[CH:19]=[CH:18][C:17]([OH:20])=[C:16]([O:21][CH3:22])[CH:15]=2)[CH2:7][CH2:6]1)[CH3:25]. Procedure details: The compound (0.07 g) of Example 90 was dissolved in ethanol (10 ml), 10% palladium/carbon (10 mg) was added to the solution, and the mixture was hydrogenated at room temperature. After 3 hours, the catalyst was removed by filtration from the reaction mixture, and the solvent was evaporated under reduced pressure from the filtrate. The residue was crystallized from diisopropyl ether to give 46 mg of the desired compound as a crystal. Starting materials: CC(=O)O[BH-](OC(C)=O)OC(C)=O, CC(=O)O, CN(C)C=O, ClCCl, COc1cc(Nc2c(C#N)cnc3cc(-c4ccc(C=O)cc4)sc23)c(Cl)cc1Cl, [Na+], OC1CCNCC1. Yields the product COc1cc(Nc2c(C#N)cnc3cc(-c4ccc(CN5CCC(O)CC5)cc4)sc23)c(Cl)cc1Cl. Reaction SMILES: [C:38]([O:39][BH-:40]([O:41][C:42](=[O:43])[CH3:44])[O:45][C:46](=[O:47])[CH3:48])(=[O:49])[CH3:50].[CH3:52][C:53](=[O:54])[OH:55].[CH3:59][N:60]([CH3:61])[CH:62]=[O:63].[Cl:56][CH2:57][Cl:58].[Cl:8][c:9]1[c:10]([NH:18][c:19]2[c:20]3[c:21]([n:22][cH:23][c:24]2[C:25]#[N:26])[cH:27][c:28](-[c:30]2[cH:31][cH:32][c:33]([CH:36]=[O:37])[cH:34][cH:35]2)[s:29]3)[cH:11][c:12]([O:16][CH3:17])[c:13]([Cl:15])[cH:14]1.[Na+:51].[OH:1][CH:2]1[CH2:3][CH2:4][NH:5][CH2:6][CH2:7]1>>[OH:1][CH:2]1[CH2:3][CH2:4][N:5]([CH2:36][c:33]2[cH:32][cH:31][c:30](-[c:28]3[cH:27][c:21]4[c:20]([c:19]([NH:18][c:10]5[c:9]([Cl:8])[cH:14][c:13]([Cl:15])[c:12]([O:16][CH3:17])[cH:11]5)[c:24]([C:25]#[N:26])[cH:23][n:22]4)[s:29]3)[cH:35][cH:34]2)[CH2:6][CH2:7]1. Starting materials: ClCC=CCN1C(C2=CC=CC=C2C1=O)=O (N-(4-chloro-2-butenyl)-isoindole-1,3(2H)-dione), N1C=NC=C1.[Na] (sodium imidazole). The solvent is CN(C=O)C (dimethyl formamide). Product: N1(C=NC=C1)CC=CCN1C(C2=CC=CC=C2C1=O)=O (N-[4-(1H-imidazol-1-yl)-2-butenyl]isoindole-1,3-(2H)-dione). Reaction SMILES: Cl[CH2:2][CH:3]=[CH:4][CH2:5][N:6]1[C:14](=[O:15])[C:13]2[C:8](=[CH:9][CH:10]=[CH:11][CH:12]=2)[C:7]1=[O:16].[NH:17]1[CH:21]=[CH:20][N:19]=[CH:18]1.[Na]>CN(C)C=O>[N:17]1([CH2:2][CH:3]=[CH:4][CH2:5][N:6]2[C:14](=[O:15])[C:13]3[C:8](=[CH:9][CH:10]=[CH:11][CH:12]=3)[C:7]2=[O:16])[CH:21]=[CH:20][N:19]=[CH:18]1 |f:1.2,^1:21|. Procedure: A mixture of 23.5 g. of N-(4-chloro-2-butenyl)-isoindole-1,3(2H)-dione, 11.0 g. of sodium imidazole and 200 ml. of dimethyl formamide was heated on the steam bath for 18 hours and concentrated to remove the solvent; the residue was taken up in methylene chloride, washed with water, dried with magnesium sulfate and again concentrated. The residue was dissolved in hot ethylacetate and allowed to cool and N-[4-(1H-imidazol-1-yl)-2-butenyl]isoindole-1,3-(2H)-dione, m.p. 106°-108° C., was obtained. Reactants: CO, NC(=O)c1ccc(Cl)c([N+](=O)[O-])c1, NCCO. The product is NC(=O)c1ccc(NCCO)c([N+](=O)[O-])c1. RXN SMILES: [CH3:18][OH:19].[Cl:1][c:2]1[c:3]([N+:11](=[O:12])[O-:13])[cH:4][c:5]([C:6](=[O:7])[NH2:8])[cH:9][cH:10]1.[NH2:14][CH2:15][CH2:16][OH:17]>>[c:2]1([NH:14][CH2:15][CH2:16][OH:17])[c:3]([N+:11](=[O:12])[O-:13])[cH:4][c:5]([C:6](=[O:7])[NH2:8])[cH:9][cH:10]1. The reactants are Cc1cc(C=CCC(C)NC(=O)OC(C)(C)C)cnc1N, COc1ccccc1, O=C(O)C(F)(F)F. The product is CNC(C)CC=Cc1cnc(N)c(C)c1. As a reaction SMILES: [C:8]([O:9][C:13](=[O:10])[NH:15][CH:16]([CH3:17])[CH2:18][CH:19]=[CH:20][c:21]1[cH:22][n:23][c:24]([NH2:28])[c:25]([CH3:27])[cH:26]1)([CH3:11])([CH3:12])[CH3:14].[CH3:29][O:30][c:31]1[cH:32][cH:33][cH:34][cH:35][cH:36]1.[OH:1][C:2]([C:3]([F:4])([F:5])[F:6])=[O:7]>>[CH3:13][NH:15][CH:16]([CH3:17])[CH2:18][CH:19]=[CH:20][c:21]1[cH:22][n:23][c:24]([NH2:28])[c:25]([CH3:27])[cH:26]1. Starting materials: C(C1=CC=CC=C1)N1C(C(=C(C2=CC(=CC=C12)Cl)OS(=O)(=O)C(F)(F)F)C1=CC(=NO1)C)=O (trifluoro-methanesulfonic acid 1-benzyl-6-chloro-3-(3-methyl-isoxazol-5-yl)-2-oxo-1,2-dihydro-quinolin-4-yl ester), N1CCCCC1 (piperidine). The solvent is C1CCOC1 (THF). Reaction conditions: time 16 hour. Yields the product C(C1=CC=CC=C1)N1C(C(=C(C2=CC(=CC=C12)Cl)N1CCCCC1)C1=CC(=NO1)C)=O (1-Benzyl-6-chloro-3-(3-methyl-isoxazol-5-yl)-4-piperidin-1-yl-1H-quinolin-2-one). Isolated yield 96.8%. As a reaction SMILES: [CH2:1]([N:8]1[C:17]2[C:12](=[CH:13][C:14]([Cl:18])=[CH:15][CH:16]=2)[C:11](OS(C(F)(F)F)(=O)=O)=[C:10]([C:27]2[O:31][N:30]=[C:29]([CH3:32])[CH:28]=2)[C:9]1=[O:33])[C:2]1[CH:7]=[CH:6][CH:5]=[CH:4][CH:3]=1.[NH:34]1[CH2:39][CH2:38][CH2:37][CH2:36][CH2:35]1>C1COCC1>[CH2:1]([N:8]1[C:17]2[C:12](=[CH:13][C:14]([Cl:18])=[CH:15][CH:16]=2)[C:11]([N:34]2[CH2:39][CH2:38][CH2:37][CH2:36][CH2:35]2)=[C:10]([C:27]2[O:31][N:30]=[C:29]([CH3:32])[CH:28]=2)[C:9]1=[O:33])[C:2]1[CH:3]=[CH:4][CH:5]=[CH:6][CH:7]=1. Procedure details: To a solution of trifluoro-methanesulfonic acid 1-benzyl-6-chloro-3-(3-methyl-isoxazol-5-yl)-2-oxo-1,2-dihydro-quinolin-4-yl ester (25 mg, 0.050 mmol) in 1 ml of THF was added piperidine (17 mg, 0.20 mmol). The mixture was stirred at rt for 16 h. Removal of the solvent under reduced pressure followed by flash chromatography of the residue on silica gel (20% EtOAc/hexanes) gave 21.0 mg (97%) of product as a yellow green oil: 1H-NMR (CDCl3; 400 MHz) δ 7.93 (d, 1H, J=2.6 Hz), 7.37 (dd, 1H, J=9.0, 2... Reactants: Cc1cc2c(cc1C)C(=O)C=CC2=O, CCO, Nc1ccccc1. The product is Cc1cc2c(cc1C)C(=O)C(Nc1ccccc1)=CC2=O. Reaction SMILES: [CH3:1][c:2]1[cH:3][c:4]2[c:9]([cH:10][c:11]1[CH3:12])[C:8](=[O:13])[CH:7]=[CH:6][C:5]2=[O:14].[CH3:22][CH2:23][OH:24].[NH2:15][c:16]1[cH:17][cH:18][cH:19][cH:20][cH:21]1>>[CH3:1][c:2]1[cH:3][c:4]2[c:9]([cH:10][c:11]1[CH3:12])[C:8](=[O:13])[C:7]([NH:15][c:16]1[cH:17][cH:18][cH:19][cH:20][cH:21]1)=[CH:6][C:5]2=[O:14]. Starting materials: OC1=C(C=C(C=C1)CCCC(=O)OC)C1=C(C=CC(=C1)CCCC(=O)OC)O (2,2'-dihydroxy-5,5'-bis (3-methoxycarbonylpropyl) biphenyl), C1(CCCCC1)CBr (cyclohexylmethyl bromide), C([O-])([O-])=O.[K+].[K+] (potassium carbonate). The reagents and catalysts are [Cu] (copper). Solvent: CN(C)C=O (DMF). Product: C1(CCCCC1)COC1=C(C=C(C=C1)CCCC(=O)OC)C1=C(C=CC(=C1)CCCC(=O)OC)O (2-cyclohexylmethoxy-2' -hydroxy-5,5'-bis (3-methoxycarbonylpropyl) biphenyl). The yield is 86.0%. As a reaction SMILES: [OH:1][C:2]1[CH:7]=[CH:6][C:5]([CH2:8][CH2:9][CH2:10][C:11]([O:13][CH3:14])=[O:12])=[CH:4][C:3]=1[C:15]1[CH:20]=[C:19]([CH2:21][CH2:22][CH2:23][C:24]([O:26][CH3:27])=[O:25])[CH:18]=[CH:17][C:16]=1[OH:28].[CH:29]1([CH2:35]Br)[CH2:34][CH2:33][CH2:32][CH2:31][CH2:30]1.C(=O)([O-])[O-].[K+].[K+]>[Cu].CN(C=O)C>[CH:29]1([CH2:35][O:1][C:2]2[CH:7]=[CH:6][C:5]([CH2:8][CH2:9][CH2:10][C:11]([O:13][CH3:14])=[O:12])=[CH:4][C:3]=2[C:15]2[CH:20]=[C:19]([CH2:21][CH2:22][CH2:23][C:24]([O:26][CH3:27])=[O:25])[CH:18]=[CH:17][C:16]=2[OH:28])[CH2:34][CH2:33][CH2:32][CH2:31][CH2:30]1 |f:2.3.4|. Reported procedure: To 5 ml of a DMF solution containing 200 mg (0.5181 mmol) of 2,2'-dihydroxy-5,5'-bis (3-methoxycarbonylpropyl) biphenyl and 1.46 ml (10.362 mmol) of cyclohexylmethyl bromide, there were added 85.8 mg (0.6217 mmol) of anhydrous potassium carbonate and a small amount of copper powder and the resulting mixture was agitated overnight at room temperature. The reaction mixture was filtered by suction through Celite to remove the solid matter and the filtrate was washed with ethyl acetate. After the so...